From a dataset of the Open Reaction Database (ORD), a public repository of structured organic reaction records. describe an organic reaction: reactants, conditions, products, and yield Starting materials: CN(C)c1ccc2c(n1)n(C1CCNCC1)c(=O)n2C, CS(=O)(=O)N1CCc2c(c(-c3ccc(C(F)(F)F)cc3)nn2CC2CO2)C1, CCO, CC(Cl)Cl. The product is CN(C)c1ccc2c(n1)n(C1CCN(CC(O)Cn3nc(-c4ccc(C(F)(F)F)cc4)c4c3CCN(S(C)(=O)=O)C4)CC1)c(=O)n2C. RXN SMILES: [CH3:1][N:2]([c:3]1[cH:4][cH:5][c:6]2[c:7]([n:8]1)[n:9]([CH:14]1[CH2:15][CH2:16][NH:17][CH2:18][CH2:19]1)[c:10](=[O:13])[n:11]2[CH3:12])[CH3:20].[CH3:21][S:22](=[O:23])(=[O:24])[N:25]1[CH2:26][c:27]2[c:28]([n:31]([CH2:44][CH:45]3[O:46][CH2:47]3)[n:32][c:33]2-[c:34]2[cH:35][cH:36][c:37]([C:40]([F:41])([F:42])[F:43])[cH:38][cH:39]2)[CH2:29][CH2:30]1.[CH3:48][CH2:49][OH:50].[Cl:51][CH:52]([Cl:53])[CH3:54]>>[CH3:1][N:2]([c:3]1[cH:4][cH:5][c:6]2[c:7]([n:8]1)[n:9]([CH:14]1[CH2:15][CH2:16][N:17]([CH2:47][CH:45]([CH2:44][n:31]3[c:28]4[c:27]([c:33](-[c:34]5[cH:35][cH:36][c:37]([C:40]([F:41])([F:42])[F:43])[cH:38][cH:39]5)[n:32]3)[CH2:26][N:25]([S:22]([CH3:21])(=[O:23])=[O:24])[CH2:30][CH2:29]4)[OH:46])[CH2:18][CH2:19]1)[c:10](=[O:13])[n:11]2[CH3:12])[CH3:20]. Reactants: COC1=C(CNC2=NC=CC=N2)C=CC(=C1)OC ((2,4-dimethoxybenzyl)-pyrimidin-2-yl-amine), C[Si](N[Si](C)(C)C)(C)C.[Li] (lithium(hexamethyldisilazane)), ClC=1C=C(C(=CC1F)F)S(=O)(=O)Cl (3-chloro-4,6-difluorobenzenesulfonyl chloride). Run in O1CCCC1 (tetrahydrofuran), O1CCCC1 (tetrahydrofuran). Run at temperature 0 celsius, time 24 hour. The product is ClC=1C(=CC(=C(C1)S(=O)(=O)N(C1=NC=CC=N1)CC1=C(C=C(C=C1)OC)OC)F)F (5-Chloro-N-(2,4-dimethoxybenzyl)-2,4-difluoro-N-pyrimidin-2-yl-benzenesulfonamide). The yield is 19.0%. As a reaction SMILES: [CH3:1][O:2][C:3]1[CH:16]=[C:15]([O:17][CH3:18])[CH:14]=[CH:13][C:4]=1[CH2:5][NH:6][C:7]1[N:12]=[CH:11][CH:10]=[CH:9][N:8]=1.C[Si](C)(C)N[Si](C)(C)C.[Li].[Cl:29][C:30]1[CH:31]=[C:32]([S:38](Cl)(=[O:40])=[O:39])[C:33]([F:37])=[CH:34][C:35]=1[F:36]>O1CCCC1>[Cl:29][C:30]1[C:35]([F:36])=[CH:34][C:33]([F:37])=[C:32]([S:38]([N:6]([CH2:5][C:4]2[CH:13]=[CH:14][C:15]([O:17][CH3:18])=[CH:16][C:3]=2[O:2][CH3:1])[C:7]2[N:8]=[CH:9][CH:10]=[CH:11][N:12]=2)(=[O:40])=[O:39])[CH:31]=1 |f:1.2,^1:27|. Reported procedure: A solution of (2,4-dimethoxybenzyl)-pyrimidin-2-yl-amine (Preparation 38, 736 mg, 3 mmol) in anhydrous tetrahydrofuran (20 mL) was cooled to −78° C. before the addition of lithium(hexamethyldisilazane) (1M solution in tetrahydrofuran, 3.30 mL, 3.30 mmol). The reaction was allowed to warm to 0° C. for 30 minutes before cooling again to −78° C. The resulting solution was added to a solution of 3-chloro-4,6-difluorobenzenesulfonyl chloride (890 mg, 3.6 mmol) in tetrahydrofuran (10 mL) at −78° C. Af... Starting materials: CC(O)c1cc(Br)cc2cnn(COCC[Si](C)(C)C)c12, C1=C(C2=NNCCCCCCCC2)CCCCCCCCC1, N#CC(Cl)(Cl)Cl, ClCCl. The product is CC(OC(=N)C(Cl)(Cl)Cl)c1cc(Br)cc2cnn(COCC[Si](C)(C)C)c12. RXN SMILES: [Br:1][c:2]1[cH:3][c:4]2[cH:5][n:6][n:7]([CH2:14][O:15][CH2:16][CH2:17][Si:18]([CH3:19])([CH3:20])[CH3:21])[c:8]2[c:9]([CH:11]([CH3:12])[OH:13])[cH:10]1.[C:28]1([C:29]2=[CH:39][CH2:38][CH2:37][CH2:36][CH2:35][CH2:34][CH2:33][CH2:32][CH2:31][CH2:30]2)=[N:49][NH:48][CH2:47][CH2:46][CH2:45][CH2:44][CH2:43][CH2:42][CH2:41][CH2:40]1.[Cl:22][C:23]([C:24]#[N:25])([Cl:26])[Cl:27].[Cl:50][CH2:51][Cl:52]>>[Br:1][c:2]1[cH:3][c:4]2[cH:5][n:6][n:7]([CH2:14][O:15][CH2:16][CH2:17][Si:18]([CH3:19])([CH3:20])[CH3:21])[c:8]2[c:9]([CH:11]([CH3:12])[O:13][C:24]([C:23]([Cl:22])([Cl:26])[Cl:27])=[NH:25])[cH:10]1. The reactants are N1=CNC2=C1C=CC=C2 (benzimidazole), halogen, C(=O)([O-])[O-].[K+].[K+] (K2CO3), FC=1C=C(C=O)C=CC1 (3-fluorobenzaldehyde), IX, Cl (HCl). Run in CCOC(=O)C.CCCCCC (EtOAc hexane), CCOC(=O)C.CCCCCC (EtOAc hexane), CS(=O)C (DMSO), CCOC(=O)C.CO (EtOAc MeOH). The product is Cl.C(=O)C=1C=C(C=CC1)N1C=NC2=C1C=CC=C2 (1-(3-Formylphenyl)benzimidazole hydrochloride). Reaction SMILES: [N:1]1[C:5]2[CH:6]=[CH:7][CH:8]=[CH:9][C:4]=2[NH:3][CH:2]=1.F[C:11]1[CH:12]=[C:13]([CH:16]=[CH:17][CH:18]=1)[CH:14]=[O:15].C([O-])([O-])=O.[K+].[K+].[ClH:25]>CS(C)=O.CCOC(C)=O.CO.CCOC(C)=O.CCCCCC>[ClH:25].[CH:14]([C:13]1[CH:12]=[C:11]([N:1]2[C:5]3[CH:6]=[CH:7][CH:8]=[CH:9][C:4]=3[N:3]=[CH:2]2)[CH:18]=[CH:17][CH:16]=1)=[O:15] |f:2.3.4,7.8,9.10,11.12|. Procedure: A solution of benzimidazole (VIII: R=H) (1.00 g, 8.47 mmol) and 3-fluorobenzaldehyde (IX: R1′=3—CHO; halogen=F) (1.08 mL, 10.2 mmol) in DMSO (30 mL) was heated with anhydrous K2CO3 (2.34 g, 16.9 mmol) for 24 hours at 100° C. to give, after column chromatography on silica gel eluting with EtOAc/hexane (1:1) to EtOAc/hexane (3:1), Example 4 as the HCl salt, mp (EtOAc/MeOH) 196-201° C. The reactants are C=O, COC(=O)c1sccc1N(C(=O)C1CCC(C)CC1)C1CCNCC1, ClCCCl. The product is COC(=O)c1sccc1N(C(=O)C1CCC(C)CC1)C1CCN(C)CC1. As a reaction SMILES: [CH2:26]=[O:27].[CH3:1][O:2][C:3](=[O:4])[c:5]1[s:6][cH:7][cH:8][c:9]1[N:10]([CH:11]1[CH2:12][CH2:13][NH:14][CH2:15][CH2:16]1)[C:17](=[O:18])[CH:19]1[CH2:20][CH2:21][CH:22]([CH3:25])[CH2:23][CH2:24]1.[Cl:28][CH2:29][CH2:30][Cl:31]>>[CH3:1][O:2][C:3](=[O:4])[c:5]1[s:6][cH:7][cH:8][c:9]1[N:10]([CH:11]1[CH2:12][CH2:13][N:14]([CH3:26])[CH2:15][CH2:16]1)[C:17](=[O:18])[CH:19]1[CH2:20][CH2:21][CH:22]([CH3:25])[CH2:23][CH2:24]1.